This data is from the Open Reaction Database (ORD), a public repository of structured organic reaction records. The task is: describe an organic reaction: reactants, conditions, products, and yield Reactants: CC(Cl)c1cccnc1, NCCN%18C=CN=N%18. The reagents and catalysts are O=C([O-])[O-].[Cs+].[Cs+] (cesium carbonate), [I-].[K+] (potassium iodide). The solvent is CN(C)C=O (DMF), CN(C)C=O (dmf), CN(C)C=O (DMF). Run at temperature 70 celsius, time 16 hour. The product is CC(C%28=CC=CN=C%28)NCCN%29C=CN=N%29.